From a dataset of the Open Reaction Database (ORD), a public repository of structured organic reaction records. describe an organic reaction: reactants, conditions, products, and yield Reactants: C(C)(C)C1(C(N=C2N1C(C=1C2=NC=CC1)=O)=O)C (3-isopropyl-3-methyl-2H-imidazo[1',2':1,2]pyrrolo[3,4-b]pyridine-2,5(3H)-dione), C(C)(=O)OC(C)C (isopropyl acetate). Run in C(C)(C)O (isopropanol). Reaction conditions: time 16 hour. The product is C(C)(C)OC12N(C(C=3C1=NC=CC3)=O)C(C(N2)=O)(C)C(C)C (1,9b-dihydro-9b-isopropoxy-3-isopropyl-3-methyl-2H-imidazo[1',2':1,2]pyrrolo[3,4-b]pyridine-2,5(3H)-dione). Reaction SMILES: [CH:1]([C:4]1([CH3:18])[N:8]2[C:9](=[O:16])[C:10]3[C:11](=[N:12][CH:13]=[CH:14][CH:15]=3)[C:7]2=[N:6][C:5]1=[O:17])([CH3:3])[CH3:2].C([O:22][CH:23]([CH3:25])[CH3:24])(=O)C>C(O)(C)C>[CH:23]([O:22][C:7]12[NH:6][C:5](=[O:17])[C:4]([CH:1]([CH3:3])[CH3:2])([CH3:18])[N:8]1[C:9](=[O:16])[C:10]1[C:11]2=[N:12][CH:13]=[CH:14][CH:15]=1)([CH3:25])[CH3:24]. Procedure: 100 g of silica gel are added to a solution of 200 g of 3-isopropyl-3-methyl-2H-imidazo[1',2':1,2]pyrrolo[3,4-b]pyridine-2,5(3H)-dione in 900 ml of isopropyl acetate and 100 ml of absolute isopropanol, and the resulting suspension is then stirred at room temperature for about 16 hours. The mixture is subsequently filtered, the filtrate is evaporated to dryness and the residue is crystallized from ethyl acetate/n-hexane. There is obtained 1,9b-dihydro-9b-isopropoxy-3-isopropyl-3-methyl-2H-imidazo... As a reaction SMILES: [Cl:1][c:2]1[n:3][cH:4][s:5][c:6]1[CH:7]=[O:8].[Na+:9].[n:10]1[c:11]([S:16](=[O:17])[O-:18])[cH:12][cH:13][cH:14][cH:15]1>>[c:2]1([S:16]([c:11]2[n:10][cH:15][cH:14][cH:13][cH:12]2)(=[O:17])=[O:18])[n:3][cH:4][s:5][c:6]1[CH:7]=[O:8]. Product: O=Cc1scnc1S(=O)(=O)c1ccccn1. Reactants: O=Cc1scnc1Cl, [Na+], O=S([O-])c1ccccn1. RXN SMILES: Br[CH2:2][CH2:3][CH2:4][CH2:5][CH2:6][O:7][C:8]1[CH:9]=[C:10]2[C:15](=[CH:16][CH:17]=1)[NH:14][C:13](=[O:18])[CH2:12][CH2:11]2.[SH:19][C:20]1[CH:25]=[CH:24][CH:23]=[CH:22][N:21]=1>>[N:21]1[CH:22]=[CH:23][CH:24]=[CH:25][C:20]=1[S:19][CH2:2][CH2:3][CH2:4][CH2:5][CH2:6][O:7][C:8]1[CH:9]=[C:10]2[C:15](=[CH:16][CH:17]=1)[NH:14][C:13](=[O:18])[CH2:12][CH2:11]2. Starting materials: BrCCCCCOC=1C=C2CCC(NC2=CC1)=O (6-(5-bromo-pentoxy)-3,4-dihydro-carbostyril), SC1=NC=CC=C1 (2-mercapto-pyridine). Reported procedure: Prepared analogous to Example 1 from 6-(5-bromo-pentoxy)-3,4-dihydro-carbostyril and 2-mercapto-pyridine. The product is N1=C(C=CC=C1)SCCCCCOC=1C=C2CCC(NC2=CC1)=O (6-[5-(2-Pyridyl-mercapto)-pentoxy]-3,4-dihydro-carbostyril). The reactants are C1(=CC=CC=C1)C1=NC=CC(=N1)CO (2-phenyl-4-hydroxymethylpyrimidine), S(=O)(Cl)Cl (thionyl chloride). Yields the product C1(=CC=CC=C1)C1=NC=CC(=N1)CCl (2-phenyl-4-chloromethylpyrimidine). As a reaction SMILES: [C:1]1([C:7]2[N:12]=[C:11]([CH2:13]O)[CH:10]=[CH:9][N:8]=2)[CH:6]=[CH:5][CH:4]=[CH:3][CH:2]=1.S(Cl)([Cl:17])=O>>[C:1]1([C:7]2[N:12]=[C:11]([CH2:13][Cl:17])[CH:10]=[CH:9][N:8]=2)[CH:6]=[CH:5][CH:4]=[CH:3][CH:2]=1. Procedure details: A solution of 55 mg 2-phenyl-4-hydroxymethylpyrimidine in 1 mL of thionyl chloride was heated at reflux temperature for 1 hr and the excess thionyl chloride removed by evaporation under reduced pressure to yield 50 mg of 2-phenyl-4-chloromethylpyrimidine as an oil which was used in the next step without further purification or characterization. Reactants: [Br-], N#Cc1ccc(Cn2cncc2CCCO)c(Br)c1, O=C([O-])[O-], [Na+], [Na+], OB(O)c1ccccc1, c1c[nH]cn1. Yields the product N#Cc1ccc(Cn2cncc2CCCO)c(-c2ccccc2)c1. As a reaction SMILES: [Br-:25].[Br:1][c:2]1[cH:3][c:4]([C:5]#[N:6])[cH:7][cH:8][c:9]1[CH2:10][n:11]1[cH:12][n:13][cH:14][c:15]1[CH2:16][CH2:17][CH2:18][OH:19].[C:35](=[O:36])([O-:37])[O-:38].[Na+:39].[Na+:40].[OH:26][B:27]([OH:28])[c:29]1[cH:30][cH:31][cH:32][cH:33][cH:34]1.[nH:20]1[cH:21][cH:22][n:23][cH:24]1>>[c:2]1(-[c:29]2[cH:30][cH:31][cH:32][cH:33][cH:34]2)[cH:3][c:4]([C:5]#[N:6])[cH:7][cH:8][c:9]1[CH2:10][n:11]1[cH:12][n:13][cH:14][c:15]1[CH2:16][CH2:17][CH2:18][OH:19]. Starting materials: C[O-].[Na+] (NaOMe), COC(=O)C=1C(=NC(=NC1C)Cl)Cl (2,4-dichloro-6-methyl-pyrimidine-5-carboxylic acid methyl ester), CC(=O)O (HOAc). Run in CO (MeOH), CO (methanol). The product is COC(=O)C=1C(=NC(=NC1C)Cl)OC (2-chloro-4-methoxy-6-methyl-pyrimidine-5-carboxylic acid methyl ester). RXN SMILES: [CH3:1][O:2][C:3]([C:5]1[C:6](Cl)=[N:7][C:8]([Cl:12])=[N:9][C:10]=1[CH3:11])=[O:4].C[O-].[Na+].C[C:18](O)=[O:19]>CO>[CH3:1][O:2][C:3]([C:5]1[C:6]([O:19][CH3:18])=[N:7][C:8]([Cl:12])=[N:9][C:10]=1[CH3:11])=[O:4] |f:1.2|. Procedure details: To a solution of 2,4-dichloro-6-methyl-pyrimidine-5-carboxylic acid methyl ester (15.3 g, 69.6 mmol) in methanol (150 mL) at 0° C. under nitrogen with magnetic stirring is added 0.5 M NaOMe in MeOH (139 mL, 69.6 mmol) in dropwise fashion over 1 h. HOAc (2 mL) is added and the reaction mixture is evaporated at reduced pressure. The resulting residue is treated with sat. NaHCO3 (100 mL) and extracted with EtOAc (120 mL×3). The combined organic layers are washed with water (75 mL) and brine (75 mL)...